Task: describe an organic reaction: reactants, conditions, products, and yield. Dataset: the Open Reaction Database (ORD), a public repository of structured organic reaction records Reactants: O=C(Cl)c1ccccc1, COC(=O)c1cc2cc(N)cnc2[nH]1. The product is COC(=O)c1cc2cc(NC(=O)c3ccccc3)cnc2[nH]1. As a reaction SMILES: [C:15]([c:16]1[cH:17][cH:18][cH:19][cH:20][cH:21]1)(=[O:22])[Cl:23].[NH2:1][c:2]1[cH:3][c:4]2[c:5]([n:6][cH:7]1)[nH:8][c:9]([C:11](=[O:12])[O:13][CH3:14])[cH:10]2>>[NH:1]([c:2]1[cH:3][c:4]2[c:5]([n:6][cH:7]1)[nH:8][c:9]([C:11](=[O:12])[O:13][CH3:14])[cH:10]2)[C:15]([c:16]1[cH:17][cH:18][cH:19][cH:20][cH:21]1)=[O:22]. Starting materials: NC=1N=C2N(C=C(C=C2)OC=2C=C(C=CC2)NC(=O)C2=NC=CC=C2C)C1 (N-{3-[(2-aminoimidazo[1,2-a]pyridin-6-yl)oxy]phenyl}-3-methylpyridine-2-carboxamide), N1(CCOCC1)CC(=O)O (morpholin-4-ylacetic acid), Cl.CN(CCCN=C=NCC)C (N-[3-(dimethylamino)propyl]-N′-ethylcarbodiimide hydrochloride), N1(N=NC2=C1C=CC=C2)O (1H-benzotriazol-1-ol), C(C)(C)N(C(C)C)CC (N,N-diisopropylethylamine). The solvent is CN(C(C)=O)C (N,N-dimethylacetamide), C(O)([O-])=O.[Na+] (sodium hydrogen carbonate). Run at time 21 hour. Product: CC=1C(=NC=CC1)C(=O)NC1=CC(=CC=C1)OC=1C=CC=2N(C1)C=C(N2)NC(CN2CCOCC2)=O (3-methyl-N-[3-({2-[(morpholin-4-ylacetyl)amino]imidazo[1,2-a]pyridin-6-yl}oxy)phenyl]pyridine-2-carboxamide). Yield: 47.4%. RXN SMILES: [NH2:1][C:2]1[N:3]=[C:4]2[CH:9]=[CH:8][C:7]([O:10][C:11]3[CH:12]=[C:13]([NH:17][C:18]([C:20]4[C:25]([CH3:26])=[CH:24][CH:23]=[CH:22][N:21]=4)=[O:19])[CH:14]=[CH:15][CH:16]=3)=[CH:6][N:5]2[CH:27]=1.[N:28]1([CH2:34][C:35](O)=[O:36])[CH2:33][CH2:32][O:31][CH2:30][CH2:29]1.Cl.CN(C)CCCN=C=NCC.N1(O)C2C=CC=CC=2N=N1.C(N(CC)C(C)C)(C)C>C(=O)([O-])O.[Na+].CN(C)C(=O)C>[CH3:26][C:25]1[C:20]([C:18]([NH:17][C:13]2[CH:14]=[CH:15][CH:16]=[C:11]([O:10][C:7]3[CH:8]=[CH:9][C:4]4[N:5]([CH:27]=[C:2]([NH:1][C:35](=[O:36])[CH2:34][N:28]5[CH2:33][CH2:32][O:31][CH2:30][CH2:29]5)[N:3]=4)[CH:6]=3)[CH:12]=2)=[O:19])=[N:21][CH:22]=[CH:23][CH:24]=1 |f:2.3,6.7|. Reported procedure: A mixture of N-{3-[(2-aminoimidazo[1,2-a]pyridin-6-yl)oxy]phenyl}-3-methylpyridine-2-carboxamide (129 mg, 0.359 mmol), morpholin-4-ylacetic acid (56.8 mg, 0.391 mmol), N-[3-(dimethylamino)propyl]-N′-ethylcarbodiimide hydrochloride (97.8 mg, 0.510 mmol), 1H-benzotriazol-1-ol (50.7 mg, 0.375 mmol), N,N-diisopropylethylamine (123 μL, 0.719 mmol) and N,N-dimethylacetamide (5 mL) was stirred at room temperature for 21 hr. The reaction mixture was diluted with aqueous sodium hydrogen carbonate solutio... Reactants: C=CC(=O)Cl, COc1cc(C2C(C#N)=C(N)Oc3cc(N(C)C)ccc32)cc(Br)c1OC. RXN SMILES: [C:28]([CH:29]=[CH2:30])(=[O:31])[Cl:32].[NH2:1][C:2]1=[C:11]([C:12]#[N:13])[CH:10]([c:14]2[cH:15][c:16]([Br:24])[c:17]([O:22][CH3:23])[c:18]([O:20][CH3:21])[cH:19]2)[c:9]2[c:4]([cH:5][c:6]([N:25]([CH3:26])[CH3:27])[cH:7][cH:8]2)[O:3]1>>[NH:1]([C:2]1=[C:11]([C:12]#[N:13])[CH:10]([c:14]2[cH:15][c:16]([Br:24])[c:17]([O:22][CH3:23])[c:18]([O:20][CH3:21])[cH:19]2)[c:9]2[c:4]([cH:5][c:6]([N:25]([CH3:26])[CH3:27])[cH:7][cH:8]2)[O:3]1)[C:28]([CH:29]=[CH2:30])=[O:31]. Product: C=CC(=O)NC1=C(C#N)C(c2cc(Br)c(OC)c(OC)c2)c2ccc(N(C)C)cc2O1. Starting materials: NC1=NC(=NC=C1C(=O)C1=C(C=CC(=C1)F)OC)NC1CCN(CC1)S(=O)(=O)CCCCl ([4-Amino-2-[1-(3-chloro-propane-1-sulfonyl)-piperidin-4-ylamino]-pyrimidin-5-yl]-(5-fluoro-2-methoxy-phenyl)-methanone), NC(COC)C (2-amino-1-methoxy-propane). Procedure: The compound was prepared from [4-amino-2-[1-(3-chloro-propane-1-sulfonyl)-piperidin-4-ylamino]-pyrimidin-5-yl]-(5-fluoro-2-methoxy-phenyl)-methanone (Example 242) and 2-amino-1-methoxy-propane (Aldrich) in an analogous manner as described in Example 227. HR-MS (ES, m/z) calculated for C24H36N6O5SF [(M+H)+] 539.2447, observed 539.2450. Reaction SMILES: [NH2:1][C:2]1[C:7]([C:8]([C:10]2[CH:15]=[C:14]([F:16])[CH:13]=[CH:12][C:11]=2[O:17][CH3:18])=[O:9])=[CH:6][N:5]=[C:4]([NH:19][CH:20]2[CH2:25][CH2:24][N:23]([S:26]([CH2:29][CH2:30][CH2:31]Cl)(=[O:28])=[O:27])[CH2:22][CH2:21]2)[N:3]=1.[NH2:33][CH:34]([CH3:38])[CH2:35][O:36][CH3:37]>>[NH2:1][C:2]1[C:7]([C:8]([C:10]2[CH:15]=[C:14]([F:16])[CH:13]=[CH:12][C:11]=2[O:17][CH3:18])=[O:9])=[CH:6][N:5]=[C:4]([NH:19][CH:20]2[CH2:25][CH2:24][N:23]([S:26]([CH2:29][CH2:30][CH2:31][NH:33][CH:34]([CH3:38])[CH2:35][O:36][CH3:37])(=[O:28])=[O:27])[CH2:22][CH2:21]2)[N:3]=1. Product: NC1=NC(=NC=C1C(=O)C1=C(C=CC(=C1)F)OC)NC1CCN(CC1)S(=O)(=O)CCCNC(COC)C ((4-Amino-2-[1-[3-(2-methoxy-1-methyl-ethylamino)-propane-1-sulfonyl]-piperidin-4-ylamino]-pyrimidin-5-yl)-(5-fluoro-2-methoxy-phenyl)-methanone). The reactants are COC1=C(CN(CC(=O)OC(C)(C)C)C)C=CC(=C1)C1=NOC(=N1)C1=CC(=C(C=C1)C1=C(C=CC=C1)C)COC (tert-butyl 2-((2-methoxy-4-(5-(2-(methoxymethyl)-2′-methylbiphenyl-4-yl)-1,2,4-oxadiazol-3-yl)benzyl)(methyl)amino)acetate), solution, Cl (HCl). The solvent is O1CCOCC1 (dioxane). Run at temperature 70 celsius. Product: Cl.COC1=C(CN(CC(=O)O)C)C=CC(=C1)C1=NOC(=N1)C1=CC(=C(C=C1)C1=C(C=CC=C1)C)COC (2-((2-methoxy-4-(5-(2-(methoxymethyl)-2′-methylbiphenyl-4-yl)-1,2,4-oxadiazol-3-yl)benzyl)(methyl)amino)acetic acid, hydrochloride salt). Isolated yield 78.0%. As a reaction SMILES: [CH3:1][O:2][C:3]1[CH:19]=[C:18]([C:20]2[N:24]=[C:23]([C:25]3[CH:30]=[CH:29][C:28]([C:31]4[CH:36]=[CH:35][CH:34]=[CH:33][C:32]=4[CH3:37])=[C:27]([CH2:38][O:39][CH3:40])[CH:26]=3)[O:22][N:21]=2)[CH:17]=[CH:16][C:4]=1[CH2:5][N:6]([CH3:15])[CH2:7][C:8]([O:10]C(C)(C)C)=[O:9].[ClH:41]>O1CCOCC1>[ClH:41].[CH3:1][O:2][C:3]1[CH:19]=[C:18]([C:20]2[N:24]=[C:23]([C:25]3[CH:30]=[CH:29][C:28]([C:31]4[CH:36]=[CH:35][CH:34]=[CH:33][C:32]=4[CH3:37])=[C:27]([CH2:38][O:39][CH3:40])[CH:26]=3)[O:22][N:21]=2)[CH:17]=[CH:16][C:4]=1[CH2:5][N:6]([CH3:15])[CH2:7][C:8]([OH:10])=[O:9] |f:3.4|. Procedure: To tert-butyl 2-((2-methoxy-4-(5-(2-(methoxymethyl)-2′-methylbiphenyl-4-yl)-1,2,4-oxadiazol-3-yl)benzyl)(methyl)amino)acetate (52 mg, 0.09 mmol) was added a 4N solution of HCl in dioxane (3 mL) and the mixture was heated in a tube at 70° C. for 3 hours. The solvent was then removed in vacuo to give the title compound as a white solid (36 mg, 78%). 1H NMR (DMSO-d6, 400 MHz) δ 8.28 (1H, s), 8.16 (1, dd, J=7.9, 1.9 Hz), 7.72 (1H, dd, J=7.8, 1.5 Hz), 7.65-7.58 (2H, m), 7.40 (1H, d, J=7.9 Hz), 7.33 (... Reactants: COC(=O)CCCc1ccccc1NC(=O)c1ccc(Cl)c(Br)c1, [H-], CI, [Na+], CN(C)C=O. Product: COC(=O)CCCc1ccccc1N(C)C(=O)c1ccc(Cl)c(Br)c1. As a reaction SMILES: [CH3:1][O:2][C:3]([CH2:4][CH2:5][CH2:6][c:7]1[c:8]([NH:13][C:14]([c:15]2[cH:16][c:17]([Br:22])[c:18]([Cl:21])[cH:19][cH:20]2)=[O:23])[cH:9][cH:10][cH:11][cH:12]1)=[O:24].[H-:26].[I:27][CH3:28].[Na+:25].[O:29]=[CH:30][N:31]([CH3:32])[CH3:33]>>[CH3:1][O:2][C:3]([CH2:4][CH2:5][CH2:6][c:7]1[c:8]([N:13]([C:14]([c:15]2[cH:16][c:17]([Br:22])[c:18]([Cl:21])[cH:19][cH:20]2)=[O:23])[CH3:28])[cH:9][cH:10][cH:11][cH:12]1)=[O:24].